This data is from the Open Reaction Database (ORD), a public repository of structured organic reaction records. The task is: describe an organic reaction: reactants, conditions, products, and yield The reactants are BrB(Br)Br, ClCCl, COc1ccc2cc(-c3oc4ccccc4c3C(=O)CC3CCCC3)ccc2c1. Yields the product O=C(CC1CCCC1)c1c(-c2ccc3cc(O)ccc3c2)oc2ccccc12. RXN SMILES: [B:30]([Br:31])([Br:32])[Br:33].[CH2:34]([Cl:35])[Cl:36].[CH:1]1([CH2:6][C:7](=[O:8])[c:9]2[c:10](-[c:18]3[cH:19][c:20]4[cH:21][cH:22][c:23]([O:28][CH3:29])[cH:24][c:25]4[cH:26][cH:27]3)[o:11][c:12]3[c:13]2[cH:14][cH:15][cH:16][cH:17]3)[CH2:2][CH2:3][CH2:4][CH2:5]1>>[CH:1]1([CH2:6][C:7](=[O:8])[c:9]2[c:10](-[c:18]3[cH:19][c:20]4[cH:21][cH:22][c:23]([OH:28])[cH:24][c:25]4[cH:26][cH:27]3)[o:11][c:12]3[c:13]2[cH:14][cH:15][cH:16][cH:17]3)[CH2:2][CH2:3][CH2:4][CH2:5]1. Starting materials: COc1cc(C(=O)O)ccc1Cc1cn(C(C)=O)c2ccc(N)cc12, CCN=C=NCCCN(C)C, CN(C)c1ccncc1, O=C(O)CC1CCCC1, ClCCl, Cl, Cl. Yields the product COc1cc(C(=O)O)ccc1Cc1cn(C(C)=O)c2ccc(NC(=O)CC3CCCC3)cc12. RXN SMILES: [C:1]([CH3:2])(=[O:3])[n:4]1[cH:5][c:6]([CH2:14][c:15]2[c:16]([O:24][CH3:25])[cH:17][c:18]([C:19](=[O:20])[OH:21])[cH:22][cH:23]2)[c:7]2[cH:8][c:9]([NH2:13])[cH:10][cH:11][c:12]12.[CH3:36][N:37]([CH3:38])[CH2:39][CH2:40][CH2:41][N:42]=[C:43]=[N:44][CH2:45][CH3:46].[CH3:48][N:49]([CH3:50])[c:51]1[cH:52][cH:53][n:54][cH:55][cH:56]1.[CH:26]1([CH2:31][C:32](=[O:33])[OH:34])[CH2:27][CH2:28][CH2:29][CH2:30]1.[Cl:57][CH2:58][Cl:59].[ClH:35].[ClH:47]>>[C:1]([CH3:2])(=[O:3])[n:4]1[cH:5][c:6]([CH2:14][c:15]2[c:16]([O:24][CH3:25])[cH:17][c:18]([C:19](=[O:20])[OH:21])[cH:22][cH:23]2)[c:7]2[cH:8][c:9]([NH:13][C:32]([CH2:31][CH:26]3[CH2:27][CH2:28][CH2:29][CH2:30]3)=[O:33])[cH:10][cH:11][c:12]12.